From a dataset of the Open Reaction Database (ORD), a public repository of structured organic reaction records. describe an organic reaction: reactants, conditions, products, and yield The reactants are C(CCC)OC=1C(=NNC1)C=1C=NC=CC1 (3-(4-butyloxy-1H-pyrazol-3-yl)-pyridine), 22A, title compound ( 33C ), CSC=1C(=NNC1)C=1C=NC=CC1 (3-(4-methylsulfanyl-1H-pyrazol-3-yl)-pyridine). The product is C(CCC)OC=1C(=NNC1)C=1CN(CCC1)C (3-(4-Butyloxy-1H-pyrazol-3-yl)-1,2,5,6-tetrahydro-1-methylpyridine). As a reaction SMILES: [CH2:1]([O:5][C:6]1[C:7]([C:11]2[CH:12]=[N:13][CH:14]=[CH:15][CH:16]=2)=[N:8][NH:9][CH:10]=1)[CH2:2][CH2:3][CH3:4].[CH3:17]SC1C(C2C=NC=CC=2)=NNC=1>>[CH2:1]([O:5][C:6]1[C:7]([C:11]2[CH2:12][N:13]([CH3:17])[CH2:14][CH2:15][CH:16]=2)=[N:8][NH:9][CH:10]=1)[CH2:2][CH2:3][CH3:4]. Reported procedure: Compound 32C was converted to the title compound (33C), using the methodology described for the conversion of 21A to 22A (see Scheme 3). The reactants are C(C)NC(=O)NC1=NC=CC(=C1)C=1C=NC(=CC1)F (N-ethyl-N′-(6-fluoro-3,4′-bipyridin-2′-yl)urea), C(C)NC(=O)NC1=NC=CC(=C1)C=1C=NC(=CC1)F (N-ethyl-N′-(6-fluoro-3,4′-bipyridin-2′-yl)urea), BrNC(CCC(=O)N)=O (N-bromosuccinamide). Run in CN(C)C=O (DMF). Run at temperature 80 celsius, time 2 hour. Yields the product BrC=1C(=CC(=NC1)NC(=O)NCC)C=1C=NC(=CC1)F (N-(5′-Bromo-6-fluoro-3,4′-bipyridin-2′-yl)-N′-ethylurea). Yield: 83.3%. As a reaction SMILES: [CH2:1]([NH:3][C:4]([NH:6][C:7]1[CH:12]=[C:11]([C:13]2[CH:14]=[N:15][C:16]([F:19])=[CH:17][CH:18]=2)[CH:10]=[CH:9][N:8]=1)=[O:5])[CH3:2].[Br:20]NC(=O)CCC(N)=O>CN(C=O)C>[Br:20][C:10]1[C:11]([C:13]2[CH:14]=[N:15][C:16]([F:19])=[CH:17][CH:18]=2)=[CH:12][C:7]([NH:6][C:4]([NH:3][CH2:1][CH3:2])=[O:5])=[N:8][CH:9]=1. Procedure: To a solution of N-ethyl-N′-(6-fluoro-3,4′-bipyridin-2′-yl)urea (Intermediate 32, 360 mg, 1.38 mmol) in DMF (7 mL), N-bromosuccinamide (246 mg, 1.38 mmol) was added. The resulting solution was heated to 80° C. and stirred at that temperature for 2 hours. Then the reaction was partitioned between water and ethyl acetate. The layers separated, and the organic layer was washed with 5% sodium thiosulfate solution, water and brine, then dried over magnesium sulfate and concentrated. The solid obtaine... The reactants are COC=1C=C(C=CC1OC)C(=CC(=O)OC)C1=CC(=C(C=C1)OC)OC (methyl 3,3-bis-(3,4-dimethoxyphenyl)acrylate), [Br-].C(CC)[P+](C1=CC=CC=C1)(C1=CC=CC=C1)C1=CC=CC=C1 (propyltriphenylphosphonium bromide), C[Si]([N-][Si](C)(C)C)(C)C.[Li+] (lithium hexamethyldisilazide), COC=1C=C(C(=O)C2=CC(=C(C=C2)OC)OCC)C=CC1OC (3,4-dimethoxy-3'-ethoxy-4'-methoxybenzophenone). Product: COC=1C=C(C=CC1OC)C(=CCC)C1=CC(=C(C=C1)OC)OCC (1-(3,4-Dimethoxyphenyl)-1-(3-ethoxy-4-methoxyphenyl)but-1-ene), mixture. Yield: 71.0%. As a reaction SMILES: CO[C:3]1[CH:4]=C(C(C2C=CC(OC)=C(OC)C=2)=CC(OC)=O)C=C[C:8]=1OC.[CH3:27][O:28][C:29]1[CH:30]=[C:31]([CH:45]=[CH:46][C:47]=1[O:48][CH3:49])[C:32]([C:34]1[CH:39]=[CH:38][C:37]([O:40][CH3:41])=[C:36]([O:42][CH2:43][CH3:44])[CH:35]=1)=O.[Br-].C([P+](C1C=CC=CC=1)(C1C=CC=CC=1)C1C=CC=CC=1)CC.C[Si](C)(C)[N-][Si](C)(C)C.[Li+]>>[CH3:27][O:28][C:29]1[CH:30]=[C:31]([C:32]([C:34]2[CH:39]=[CH:38][C:37]([O:40][CH3:41])=[C:36]([O:42][CH2:43][CH3:44])[CH:35]=2)=[CH:8][CH2:3][CH3:4])[CH:45]=[CH:46][C:47]=1[O:48][CH3:49] |f:2.3,4.5|. Reported procedure: 1-(3,4-Dimethoxyphenyl)-1-(3-ethoxy-4-methoxyphenyl)but-1-ene was prepared analogously to methyl 3,3-bis-(3,4-dimethoxyphenyl)acrylate using 3,4-dimethoxy-3'-ethoxy-4'-methoxybenzophenone (1 g, 3.2 mmol), propyltriphenylphosphonium bromide (1.34 g, 3.5 mmol) and lithium hexamethyldisilazide (2.7 mL, 3.5 mmol, 1.3M) with a reaction time of 2.5 hours at room temperature. The crude mixture was purified by chromatography (silica gel, methylene chloride) followed by a Kugekrohr distillation to yield ... Starting materials: B, N#Cc1[nH]c2ccc(Cl)cc2c1-c1c(F)cccc1F, N, C1CCOC1. Yields the product NCc1[nH]c2ccc(Cl)cc2c1-c1c(F)cccc1F. Reaction SMILES: [BH3:1].[Cl:2][c:3]1[cH:4][c:5]2[c:6](-[c:14]3[c:15]([F:21])[cH:16][cH:17][cH:18][c:19]3[F:20])[c:7]([C:12]#[N:13])[nH:8][c:9]2[cH:10][cH:11]1.[NH3:22].[O:23]1[CH2:24][CH2:25][CH2:26][CH2:27]1>>[Cl:2][c:3]1[cH:4][c:5]2[c:6](-[c:14]3[c:15]([F:21])[cH:16][cH:17][cH:18][c:19]3[F:20])[c:7]([CH2:12][NH2:13])[nH:8][c:9]2[cH:10][cH:11]1. Reactants: CCNCC, CCOC(C)O, CCN(C(C)C)C(C)C, Nc1ccc2ncn(-c3cncc(Cl)n3)c2c1. Product: CCN(CC)c1cncc(-n2cnc3ccc(N)cc32)n1. As a reaction SMILES: [CH2:18]([CH3:19])[NH:20][CH2:21][CH3:22].[CH2:32]([O:33][CH:34]([OH:35])[CH3:36])[CH3:37].[CH:23]([N:24]([CH2:25][CH3:26])[CH:27]([CH3:28])[CH3:29])([CH3:30])[CH3:31].[Cl:1][c:2]1[cH:3][n:4][cH:5][c:6](-[n:8]2[cH:9][n:10][c:11]3[c:12]2[cH:13][c:14]([NH2:17])[cH:15][cH:16]3)[n:7]1>>[c:2]1([N:20]([CH2:18][CH3:19])[CH2:21][CH3:22])[cH:3][n:4][cH:5][c:6](-[n:8]2[cH:9][n:10][c:11]3[c:12]2[cH:13][c:14]([NH2:17])[cH:15][cH:16]3)[n:7]1. Reaction SMILES: [CH3:17][CH2:18][OH:19].[CH3:21][C:22](=[O:23])[OH:24].[CH3:5][C:6]1([CH3:16])[CH:7]2[CH2:8][CH2:9][CH:10]([CH2:13][CH2:14][OH:15])[CH:11]1[CH2:12]2.[O:1]=[Cr:2](=[O:3])=[O:4].[OH2:20]>>[CH3:5][C:6]1([CH3:16])[CH:7]2[CH2:8][CH2:9][CH:10]([CH2:13][C:14](=[O:15])[OH:19])[CH:11]1[CH2:12]2. The reactants are CCO, CC(=O)O, CC1(C)C2CCC(CCO)C1C2, O=[Cr](=O)=O, O. The product is CC1(C)C2CCC(CC(=O)O)C1C2. Reactants: [H-].[Na+] (sodium hydride), C1(=CC=CC=C1)C(CN1N=CN=C1)O (1-phenyl-2-(1H-1,2,4-triazol-1-yl)ethanol), CN(C=O)C (dimethylformamide), ice water. Run at time 2 hour. Product: C=1(C=CCOC1)C1(C2(CC2)CC1)CN1N=CN=C1 (5-Oxa-4-phenyl-4-[(1,2,4-triazol-1-yl)-methyl]spiro[2.3]hexane). The yield is 9.9%. Reaction SMILES: [H-].[Na+].[C:3]1([CH:9](O)[CH2:10][N:11]2[CH:15]=[N:14][CH:13]=[N:12]2)[CH:8]=[CH:7][CH:6]=[CH:5]C=1.CN(C)[CH:19]=[O:20]>>[C:9]1([C:9]2([CH2:10][N:11]3[CH:15]=[N:14][CH:13]=[N:12]3)[CH2:3][CH2:8][C:7]32[CH2:6][CH2:5]3)[CH:3]=[CH:8][CH2:7][O:20][CH:19]=1 |f:0.1|. Reported procedure: 33.2 mg (0,496 mmole) of sodium hydride (as a 60% w/w dispersion in mineral oil) was added, whilst ice-cooling, to a solution of 69.8 mg (0.207 mmole) of 1-[1-methanesulfonyloxymethyl)cyclopropan-1-yl]-1-phenyl-2-(1H-1,2,4-triazol-1-yl)ethanol in dimethylformamide, and the resulting mixture was stirred at room temperature for 2 hours. At the end of this time, the reaction mixture was poured into ice-water and extracted with ethyl acetate. The extract was washed with a saturated aqueous solution ... Starting materials: COC(=O)c1cc2cc(S(C)(=O)=O)ccc2[nH]1, CN(C)C=O, Cl, Fc1ccc(CBr)cc1, [H-], [Na+]. Product: COC(=O)c1cc2cc(S(C)(=O)=O)ccc2n1Cc1ccc(F)cc1. As a reaction SMILES: [CH3:1][O:2][C:3](=[O:4])[c:5]1[nH:6][c:7]2[cH:8][cH:9][c:10]([S:14](=[O:15])(=[O:16])[CH3:17])[cH:11][c:12]2[cH:13]1.[CH3:30][N:31]([CH3:32])[CH:33]=[O:34].[ClH:29].[F:20][c:21]1[cH:22][cH:23][c:24]([CH2:25][Br:26])[cH:27][cH:28]1.[H-:18].[Na+:19]>>[CH3:1][O:2][C:3](=[O:4])[c:5]1[n:6]([CH2:25][c:24]2[cH:23][cH:22][c:21]([F:20])[cH:28][cH:27]2)[c:7]2[cH:8][cH:9][c:10]([S:14](=[O:15])(=[O:16])[CH3:17])[cH:11][c:12]2[cH:13]1. Reactants: CC(C)(C)OCl, Cc1cc2c(cc1N)CCCC2=O, C1CCOC1. Product: Cc1cc2c(c(Cl)c1N)CCCC2=O. RXN SMILES: [Cl:14][O:15][C:16]([CH3:17])([CH3:18])[CH3:19].[NH2:1][c:2]1[cH:3][c:4]2[c:9]([cH:10][c:11]1[CH3:12])[C:8](=[O:13])[CH2:7][CH2:6][CH2:5]2.[O:20]1[CH2:21][CH2:22][CH2:23][CH2:24]1>>[NH2:1][c:2]1[c:3]([Cl:14])[c:4]2[c:9]([cH:10][c:11]1[CH3:12])[C:8](=[O:13])[CH2:7][CH2:6][CH2:5]2.